From a dataset of the Open Reaction Database (ORD), a public repository of structured organic reaction records. describe an organic reaction: reactants, conditions, products, and yield Starting materials: CON(C([C@H](C)NC(OCC1=CC=CC=C1)=O)=O)C (Benzyl {(1S)-2-[methoxy(methyl)amino]-1-methyl-2-oxoethyl}carbamate), FC(C=1C=C(C=C(C1)C(F)(F)F)Br)(F)F (3,5-bis(trifluoromethyl)bromobenzene), C(C)(C)[Mg]Cl (i-PrMgCl). Solvent: C1CCOC1 (THF), C1CCOC1 (THF). Reaction conditions: temperature -10 celsius, time 5 minute. Product: FC(C=1C=C(C=C(C1)C(F)(F)F)C([C@H](C)NC(OCC1=CC=CC=C1)=O)=O)(F)F (benzyl {(1S)-2-[3,5-bis(trifluoromethyl)phenyl]-1-methyl-2-oxoethyl}carbamate). Reaction SMILES: CON(C)[C:4](=[O:18])[C@@H:5]([NH:7][C:8](=[O:17])[O:9][CH2:10][C:11]1[CH:16]=[CH:15][CH:14]=[CH:13][CH:12]=1)[CH3:6].[F:20][C:21]([F:34])([F:33])[C:22]1[CH:23]=[C:24](Br)[CH:25]=[C:26]([C:28]([F:31])([F:30])[F:29])[CH:27]=1.C([Mg]Cl)(C)C>C1COCC1>[F:20][C:21]([F:33])([F:34])[C:22]1[CH:23]=[C:24]([C:4](=[O:18])[C@@H:5]([NH:7][C:8](=[O:17])[O:9][CH2:10][C:11]2[CH:12]=[CH:13][CH:14]=[CH:15][CH:16]=2)[CH3:6])[CH:25]=[C:26]([C:28]([F:29])([F:30])[F:31])[CH:27]=1. Procedure: Benzyl {(1S)-2-[methoxy(methyl)amino]-1-methyl-2-oxoethyl}carbamate (6 kg, 22.5 mol) and 3,5-bis(trifluoromethyl)bromobenzene (4.85 L, 28.1 mol) are dissolved in anhydrous THF (24 L). The solution is purged with nitrogen to remove distilled oxygen. The solution is cooled to −10° C. and i-PrMgCl in THF (56.4 mol) is slowly added (2 h) to the reaction via addition funnel, maintaining a reaction temperature ≦−5° C. The solution is allowed to warm to 20° C. and aged overnight at 20° C. The reaction ... Procedure: The title compound was prepared by the general method of Example 32(g) using 1-[2-(4-amino-1-piperidinyl)ethyl]-5,7-difluoro-2(1H)-quinolinone and 6,7-dihydro[1,4]dioxino[2,3-c]pyridazine-3-carbaldehyde to give the desired product directly as the diformate salt (34 mg; 15%). Product: C(=O)O.C(=O)O.N1=NC(=CC2=C1OCCO2)CNC2CCN(CC2)CCN2C(C=CC1=C(C=C(C=C21)F)F)=O (1-(2-{4-[(6,7-dihydro[1,4]dioxino[2,3-c]pyridazin-3-ylmethyl)amino]-1-piperidinyl}ethyl)-5,7-difluoro-2(1H)-quinolinone Diformate), diformate. Starting materials: NC1CCN(CC1)CCN1C(C=CC2=C(C=C(C=C12)F)F)=O (1-[2-(4-amino-1-piperidinyl)ethyl]-5,7-difluoro-2(1H)-quinolinone), N1=NC(=CC2=C1OCCO2)C=O (6,7-dihydro[1,4]dioxino[2,3-c]pyridazine-3-carbaldehyde). Reaction SMILES: [NH2:1][CH:2]1[CH2:7][CH2:6][N:5]([CH2:8][CH2:9][N:10]2[C:19]3[C:14](=[C:15]([F:21])[CH:16]=[C:17]([F:20])[CH:18]=3)[CH:13]=[CH:12][C:11]2=[O:22])[CH2:4][CH2:3]1.[N:23]1[C:28]2[O:29][CH2:30][CH2:31][O:32][C:27]=2[CH:26]=[C:25]([CH:33]=[O:34])[N:24]=1>>[CH:11]([OH:22])=[O:29].[CH:33]([OH:34])=[O:22].[N:23]1[C:28]2[O:29][CH2:30][CH2:31][O:32][C:27]=2[CH:26]=[C:25]([CH2:33][NH:1][CH:2]2[CH2:3][CH2:4][N:5]([CH2:8][CH2:9][N:10]3[C:19]4[C:14](=[C:15]([F:21])[CH:16]=[C:17]([F:20])[CH:18]=4)[CH:13]=[CH:12][C:11]3=[O:22])[CH2:6][CH2:7]2)[N:24]=1 |f:2.3.4|. Yield: 15.0%. The reactants are O=c1ccn(CCC(CO)CBr)c(=O)[nH]1, [N-]=[N+]=[N-], [Na+], CN(C)C=O. Yields the product [N-]=[N+]=NCC(CO)CCn1ccc(=O)[nH]c1=O. Reaction SMILES: [Br:1][CH2:2][CH:3]([CH2:4][CH2:5][n:6]1[c:7](=[O:13])[nH:8][c:9](=[O:12])[cH:10][cH:11]1)[CH2:14][OH:15].[N-:16]=[N+:17]=[N-:18].[Na+:19].[O:20]=[CH:21][N:22]([CH3:23])[CH3:24]>>[CH2:2]([CH:3]([CH2:4][CH2:5][n:6]1[c:7](=[O:13])[nH:8][c:9](=[O:12])[cH:10][cH:11]1)[CH2:14][OH:15])[N:16]=[N+:17]=[N-:18].